From a dataset of the Open Reaction Database (ORD), a public repository of structured organic reaction records. describe an organic reaction: reactants, conditions, products, and yield Starting materials: Nc1ncnn2c(-c3ccc(N4CCNCC4)cc3)cc(-c3ccc4cn(Cc5ccccc5)nc4c3)c12, CC(=O)Cl, ClCCl, c1ccncc1. The product is CC(=O)N1CCN(c2ccc(-c3cc(-c4ccc5cn(Cc6ccccc6)nc5c4)c4c(N)ncnn34)cc2)CC1. Reaction SMILES: [CH2:1]([c:2]1[cH:3][cH:4][cH:5][cH:6][cH:7]1)[n:8]1[n:9][c:10]2[cH:11][c:12](-[c:17]3[cH:18][c:19](-[c:27]4[cH:28][cH:29][c:30]([N:33]5[CH2:34][CH2:35][NH:36][CH2:37][CH2:38]5)[cH:31][cH:32]4)[n:20]4[n:21][cH:22][n:23][c:24]([NH2:26])[c:25]34)[cH:13][cH:14][c:15]2[cH:16]1.[CH3:45][C:46]([Cl:47])=[O:48].[Cl:49][CH2:50][Cl:51].[cH:39]1[cH:40][cH:41][n:42][cH:43][cH:44]1>>[CH2:1]([c:2]1[cH:3][cH:4][cH:5][cH:6][cH:7]1)[n:8]1[n:9][c:10]2[cH:11][c:12](-[c:17]3[cH:18][c:19](-[c:27]4[cH:28][cH:29][c:30]([N:33]5[CH2:34][CH2:35][N:36]([C:46]([CH3:45])=[O:48])[CH2:37][CH2:38]5)[cH:31][cH:32]4)[n:20]4[n:21][cH:22][n:23][c:24]([NH2:26])[c:25]34)[cH:13][cH:14][c:15]2[cH:16]1. Starting materials: CN1C(CC[C@@]2(C3=C(CC[C@@H]12)C=C(C=C3)Br)C)=O ((+)-(4aR)-(10bR )-4-methyl-8-bromo-10b-methyl -1,2,3,4,4a,5,6,10b-octahydrobenzo[f]quinolin-3-one), FC(C=1C=C(C=CC1)B(O)O)(F)F (3-trifluoromethylphenylboronic acid), C([O-])([O-])=O.[Na+].[Na+] (sodium carbonate), C1CCOC1 (THF). Reagents/catalysts: [Pd].C1(=CC=CC=C1)P(C1=CC=CC=C1)C1=CC=CC=C1.C1(=CC=CC=C1)P(C1=CC=CC=C1)C1=CC=CC=C1.C1(=CC=CC=C1)P(C1=CC=CC=C1)C1=CC=CC=C1.C1(=CC=CC=C1)P(C1=CC=CC=C1)C1=CC=CC=C1 (tetrakis (triphenylphosphine) palladium (0)). The solvent is C(Cl)(Cl)Cl (chloroform). Product: CN1C(CC[C@@]2(C3=C(CC[C@@H]12)C=C(C=C3)C3=CC(=CC=C3)C(F)(F)F)C)=O ((+)-(4aR)- (10bR)-4-methyl-8-(3-trifluoromethylphenyl)-10b-methyl-1,2,3,4,4a,5,6,10b-octahydrobenzo [f]quinolin-3-one). Isolated yield 74.2%. RXN SMILES: [CH3:1][N:2]1[C@H:11]2[C@@:6]([CH3:17])([C:7]3[CH:15]=[CH:14][C:13](Br)=[CH:12][C:8]=3[CH2:9][CH2:10]2)[CH2:5][CH2:4][C:3]1=[O:18].[F:19][C:20]([F:31])([F:30])[C:21]1[CH:22]=[C:23](B(O)O)[CH:24]=[CH:25][CH:26]=1.C(=O)([O-])[O-].[Na+].[Na+].C1COCC1>C(Cl)(Cl)Cl.[Pd].C1(P(C2C=CC=CC=2)C2C=CC=CC=2)C=CC=CC=1.C1(P(C2C=CC=CC=2)C2C=CC=CC=2)C=CC=CC=1.C1(P(C2C=CC=CC=2)C2C=CC=CC=2)C=CC=CC=1.C1(P(C2C=CC=CC=2)C2C=CC=CC=2)C=CC=CC=1>[CH3:1][N:2]1[C@H:11]2[C@@:6]([CH3:17])([C:7]3[CH:15]=[CH:14][C:13]([C:25]4[CH:24]=[CH:23][CH:22]=[C:21]([C:20]([F:31])([F:30])[F:19])[CH:26]=4)=[CH:12][C:8]=3[CH2:9][CH2:10]2)[CH2:5][CH2:4][C:3]1=[O:18] |f:2.3.4,7.8.9.10.11|. Procedure details: A 15 mL round bottom flask was charged with (+)-(4aR)-(10bR )-4-methyl-8-bromo-10b-methyl -1,2,3,4,4a,5,6,10b-octahydrobenzo[f]quinolin-3-one (200 mg, 0.65 mmol), tetrakis (triphenylphosphine) palladium (0) (23 mg, 0.02 mmol), 3-trifluoromethylphenylboronic acid (148 mg, 0.78 mmol), 0.65 mL of 2M sodium carbonate solution and 2 mL of THF, fitted with a reflux condenser, and the stirred mixture was heated at 80°, under nitrogen, for 24 h. The mixture was cooled, diluted with chloroform (75 mL) an... Reactants: FC1=CC(=C(C=C1)[N+](=O)[O-])OCC(F)(F)F (4-fluoro-1-nitro-2-[(2,2,2-trifluoroethyl)oxy]benzene), ClS(=O)(=O)O (chlorosulfonic acid). Reaction conditions: temperature 50 celsius, time 8 hour. Yields the product FC1=C(C=C(C(=C1)OCC(F)(F)F)[N+](=O)[O-])S(=O)(=O)Cl (2-fluoro-5-nitro-4-[(2,2,2-trifluoroethyl)oxy]benzenesulfonyl chloride). The yield is 106.3%. Reaction SMILES: [F:1][C:2]1[CH:7]=[CH:6][C:5]([N+:8]([O-:10])=[O:9])=[C:4]([O:11][CH2:12][C:13]([F:16])([F:15])[F:14])[CH:3]=1.[Cl:17][S:18](O)(=[O:20])=[O:19]>>[F:1][C:2]1[CH:3]=[C:4]([O:11][CH2:12][C:13]([F:14])([F:15])[F:16])[C:5]([N+:8]([O-:10])=[O:9])=[CH:6][C:7]=1[S:18]([Cl:17])(=[O:20])=[O:19]. Procedure details: A mixture of 4-fluoro-1-nitro-2-[(2,2,2-trifluoroethyl)oxy]benzene (10 g, 41.8 mmol) in chlorosulfonic acid (82 mL, 125.5 mmol) was stirred at 50° C. for 8 hours before being poured into ice and extracted with EtOAc. The organic extracts were dried (Na2SO4) and concentrated to give 2-fluoro-5-nitro-4-[(2,2,2-trifluoroethyl)oxy]benzenesulfonyl chloride (15 g, crude) as a brown oil, which was used directly in the next step. The reactants are CCc1nc(C(F)(F)F)nc2c1ncn2-c1ccc(OCc2ccccc2)cc1, CO, CC(=O)O, [H][H], [Pd]. The product is CCc1nc(C(F)(F)F)nc2c1ncn2-c1ccc(O)cc1. As a reaction SMILES: [CH2:1]([CH3:2])[c:3]1[c:4]2[n:5][cH:6][n:7](-[c:16]3[cH:17][cH:18][c:19]([O:22][CH2:23][c:24]4[cH:25][cH:26][cH:27][cH:28][cH:29]4)[cH:20][cH:21]3)[c:8]2[n:9][c:10]([C:12]([F:13])([F:14])[F:15])[n:11]1.[CH3:30][OH:31].[CH3:35][C:36](=[O:37])[OH:38].[H:32][H:33].[Pd:34]>>[CH2:1]([CH3:2])[c:3]1[c:4]2[n:5][cH:6][n:7](-[c:16]3[cH:17][cH:18][c:19]([OH:22])[cH:20][cH:21]3)[c:8]2[n:9][c:10]([C:12]([F:13])([F:14])[F:15])[n:11]1. Starting materials: OC(C(C)C)(C=1N=CN(C1)C(C1=CC=CC=C1)(C1=CC=CC=C1)C1=CC=CC=C1)C=1C=C2C=CC(=CC2=CC1)C(=O)OC (methyl 6-(1-hydroxy-2-methyl-1-(1-trityl-1H-imidazol-4-yl)propyl)-2-naphthoate), OC(C(C)C)(C=1N=CN(C1)C(C1=CC=CC=C1)(C1=CC=CC=C1)C1=CC=CC=C1)C=1C=C2C=CC(=CC2=CC1)C(=O)O (6-(1-hydroxy-2-methyl-1-(1-trityl-1H-imidazol-4-yl)propyl)-2-naphthoic acid), N1CCCC1 (pyrrolidine). Procedure: In a manner to that described in Example 9-(i), methyl 6-(1-hydroxy-2-methyl-1-(1-trityl-1H-imidazol-4-yl)propyl)-2-naphthoate (2.83 g) was converted to 6-(1-hydroxy-2-methyl-1-(1-trityl-1H-imidazol-4-yl)propyl)-2-naphthoic acid, which was reacted with pyrrolidine (0.13 mL) in a similar manner as described in Example 24-(i) to give the titled compound (550 mg) as a colorless powder. Product: N1C=NC(=C1)C(C(C)C)(O)C1=CC2=CC=C(C=C2C=C1)C(=O)N1CCCC1 (1-(1H-Imidazol-4-yl)-2-methyl-1-[6-(1-pyrrolidinylcarbonyl)-2-naphthyl]-1-propanol). Reaction SMILES: [OH:1][C:2]([C:30]1[CH:31]=[C:32]2[C:37](=[CH:38][CH:39]=1)[CH:36]=[C:35]([C:40](OC)=[O:41])[CH:34]=[CH:33]2)([C:6]1[N:7]=[CH:8][N:9](C(C2C=CC=CC=2)(C2C=CC=CC=2)C2C=CC=CC=2)[CH:10]=1)[CH:3]([CH3:5])[CH3:4].OC(C1C=C2C(=CC=1)C=C(C(O)=O)C=C2)(C1N=C[N:52]([C:54]([C:67]2[CH:72]=[CH:71]C=CC=2)(C2C=CC=CC=2)C2C=CC=CC=2)C=1)C(C)C.N1CCCC1>>[NH:9]1[CH:10]=[C:6]([C:2]([C:30]2[CH:39]=[CH:38][C:37]3[C:32](=[CH:33][CH:34]=[C:35]([C:40]([N:52]4[CH2:54][CH2:67][CH2:72][CH2:71]4)=[O:41])[CH:36]=3)[CH:31]=2)([OH:1])[CH:3]([CH3:4])[CH3:5])[N:7]=[CH:8]1. Starting materials: C1CCNC1, [Cl-], CC(C)CN(C)c1cc2c(cc1Cl)NC(=O)CC(c1cccc(-n3nncc3CO)c1)=N2, ClCCl, CN(C)C=O, O=S(Cl)Cl. The product is CC(C)CN(C)c1cc2c(cc1Cl)NC(=O)CC(c1cccc(-n3nncc3CN3CCCC3)c1)=N2. RXN SMILES: [CH2:38]1[CH2:39][CH2:40][NH:41][CH2:42]1.[Cl-:37].[Cl:1][c:2]1[c:3]([N:27]([CH3:28])[CH2:29][CH:30]([CH3:31])[CH3:32])[cH:4][c:5]2[c:6]([cH:26]1)[NH:7][C:8](=[O:25])[CH2:9][C:10]([c:12]1[cH:13][c:14](-[n:18]3[n:19][n:20][cH:21][c:22]3[CH2:23][OH:24])[cH:15][cH:16][cH:17]1)=[N:11]2.[Cl:43][CH2:44][Cl:45].[O:46]=[CH:47][N:48]([CH3:49])[CH3:50].[S:33]([Cl:34])([Cl:35])=[O:36]>>[Cl:1][c:2]1[c:3]([N:27]([CH3:28])[CH2:29][CH:30]([CH3:31])[CH3:32])[cH:4][c:5]2[c:6]([cH:26]1)[NH:7][C:8](=[O:25])[CH2:9][C:10]([c:12]1[cH:13][c:14](-[n:18]3[n:19][n:20][cH:21][c:22]3[CH2:23][N:41]3[CH2:40][CH2:39][CH2:38][CH2:42]3)[cH:15][cH:16][cH:17]1)=[N:11]2. The reactants are C1(=CC=CC=C1)COCCCON1C(C2=CC=CC=C2C1=O)=O (2-[3-(phenylmethoxy)propoxy]isoindoline-1,3-dione), [H][H] (hydrogen). The reagents and catalysts are [Pd] (Pd/C). The solvent is C(C)O (ethanol). Reaction conditions: time 5 hour. Yields the product OCCCON1C(C2=CC=CC=C2C1=O)=O (2-(3-Hydroxypropoxy)isoindoline-1,3-dione). The yield is 73.7%. Reaction SMILES: C1(C[O:8][CH2:9][CH2:10][CH2:11][O:12][N:13]2[C:21](=[O:22])[C:20]3[C:15](=[CH:16][CH:17]=[CH:18][CH:19]=3)[C:14]2=[O:23])C=CC=CC=1.[H][H]>C(O)C.[Pd]>[OH:8][CH2:9][CH2:10][CH2:11][O:12][N:13]1[C:21](=[O:22])[C:20]2[C:15](=[CH:16][CH:17]=[CH:18][CH:19]=2)[C:14]1=[O:23]. Reported procedure: To a solution of 8.2 g (27 mmol) of 2-[3-(phenylmethoxy)propoxy]isoindoline-1,3-dione, as prepared in the preceding step, in 120 mL anhydrous ethanol under nitrogen was added 1.5 g of 10 wt % Pd/C. Then the nitrogen in the reaction was replaced with hydrogen and the reaction was stirred at room temperature for 5 h. After the reaction was completed, the mixture was filtered through a pad of Celite (diatomaceous earth). The solvent of the filtrate was removed under reduced pressure. The residue wa... The reactants are CO (methanol), C(CCC(=O)O)(=O)O (succinic acid), CC1=CC=NC2=C(C=C(C(=C12)OC1=CC(=CC=C1)C(F)(F)F)OC)NC(CCCN1C(C=2C(C1=O)=CC=CC2)=O)C (4-Methyl-5-(3-trifluoromethylphenoxy)-6-methoxy-8-(4-phthalimido-1-methylbutylamino)quinoline), O.NN (hydrazine hydrate), C(CCC(=O)O)(=O)O (succinic acid). The solvent is C(C)O (ethanol), CCOCC (ether), CCOCC (ether). Reaction conditions: time 8 hour. The product is C(CCC(=O)O)(=O)O.NCCCC(C)NC=1C=C(C(=C2C(=CC=NC12)C)OC1=CC(=CC=C1)C(F)(F)F)OC (8-(4-Amino-1-methylbutylamino)-6-methoxy-4-methyl-5-(3-trifluoromethylphenoxy)quinoline Succinate). The yield is 93.8%. RXN SMILES: [CH3:1][C:2]1[C:11]2[C:6](=[C:7]([NH:25][CH:26]([CH3:41])[CH2:27][CH2:28][CH2:29][N:30]3C(=O)C4=CC=CC=C4C3=O)[CH:8]=[C:9]([O:23][CH3:24])[C:10]=2[O:12][C:13]2[CH:18]=[CH:17][CH:16]=[C:15]([C:19]([F:22])([F:21])[F:20])[CH:14]=2)[N:5]=[CH:4][CH:3]=1.O.NN.[C:45]([OH:52])(=[O:51])[CH2:46][CH2:47][C:48]([OH:50])=[O:49].CO>C(O)C.CCOCC>[C:45]([OH:52])(=[O:51])[CH2:46][CH2:47][C:48]([OH:50])=[O:49].[NH2:30][CH2:29][CH2:28][CH2:27][CH:26]([NH:25][C:7]1[CH:8]=[C:9]([O:23][CH3:24])[C:10]([O:12][C:13]2[CH:18]=[CH:17][CH:16]=[C:15]([C:19]([F:20])([F:21])[F:22])[CH:14]=2)=[C:11]2[C:6]=1[N:5]=[CH:4][CH:3]=[C:2]2[CH3:1])[CH3:41] |f:1.2,7.8|. Procedure details: A solution of the phthalimide VIII (4.9 g, 8.7 mmol) in ethanol (110 mL) containing hydrazine hydrate (75%, 1.48 mL) was heated at reflux for 6 hours. The ethanol was removed under reduced pressure and the residue was shaken with ether and 10% aqueous potassium hydroxide. The ether layer was washed with water (×2) and dried (K2CO3). To the dried ether solution of 1 as the free base, was added a solution of succinic acid (1.03 g, 1 mol equiv) in ether (100 mL) containing methanol (4 mL) to solubi... The reactants are O=C([O-])[O-], CCOC(=O)c1cc(F)cnc1Cl, CSc1ccc(O)cc1, CN1CCCC1, [Cs+], [Cs+], I[Cu]I, Cc1ccccc1. The product is CCOC(=O)c1cc(F)cnc1Oc1ccc(SC)cc1. RXN SMILES: [C:14](=[O:15])([O-:16])[O-:17].[CH2:1]([CH3:2])[O:3][C:4]([c:5]1[c:6]([Cl:12])[n:7][cH:8][c:9]([F:11])[cH:10]1)=[O:13].[CH3:20][S:21][c:22]1[cH:23][cH:24][c:25]([OH:28])[cH:26][cH:27]1.[CH3:29][N:30]1[CH2:31][CH2:32][CH2:33][CH2:34]1.[Cs+:18].[Cs+:19].[Cu:42]([I:43])[I:44].[c:35]1([CH3:36])[cH:37][cH:38][cH:39][cH:40][cH:41]1>>[CH2:1]([CH3:2])[O:3][C:4]([c:5]1[c:6]([O:28][c:25]2[cH:24][cH:23][c:22]([S:21][CH3:20])[cH:27][cH:26]2)[n:7][cH:8][c:9]([F:11])[cH:10]1)=[O:13].